From a dataset of the Open Reaction Database (ORD), a public repository of structured organic reaction records. describe an organic reaction: reactants, conditions, products, and yield Reactants: COC(C[C@H](C1=CC=C(C=C1)NC(CC1=CC(=C(C=C1)NC(=O)NC1=C(C=CC=C1)C)OC)=O)NC(=O)OCC1=CC=CC=C1)=O ((R)-3-benzyloxycarbonylamino-3-(4-{3-methoxy-4-[3-(2-methylphenyl)ureido]-phenylacetylamino}phenyl)-propanoic acid methyl ester), C(C)O (ethanol). The reagents and catalysts are [Pd] (palladium on charcoal). Solvent: C(=O)O (formic acid). Run at time 15 minute. Product: COC(C[C@H](C1=CC=C(C=C1)NC(CC1=CC(=C(C=C1)NC(=O)NC1=C(C=CC=C1)C)OC)=O)N)=O ((R)-3-Amino-3-(4-{3-methoxy-4-[3-(2-methylphenyl)ureido]phenylacetylamino}phenyl)-propanoic acid methyl ester). Yield: 52.2%. Reaction SMILES: [CH3:1][O:2][C:3](=[O:46])[CH2:4][C@@H:5]([NH:35]C(OCC1C=CC=CC=1)=O)[C:6]1[CH:11]=[CH:10][C:9]([NH:12][C:13](=[O:34])[CH2:14][C:15]2[CH:20]=[CH:19][C:18]([NH:21][C:22]([NH:24][C:25]3[CH:30]=[CH:29][CH:28]=[CH:27][C:26]=3[CH3:31])=[O:23])=[C:17]([O:32][CH3:33])[CH:16]=2)=[CH:8][CH:7]=1.C(O)C>[Pd].C(O)=O>[CH3:1][O:2][C:3](=[O:46])[CH2:4][C@@H:5]([NH2:35])[C:6]1[CH:7]=[CH:8][C:9]([NH:12][C:13](=[O:34])[CH2:14][C:15]2[CH:20]=[CH:19][C:18]([NH:21][C:22]([NH:24][C:25]3[CH:30]=[CH:29][CH:28]=[CH:27][C:26]=3[CH3:31])=[O:23])=[C:17]([O:32][CH3:33])[CH:16]=2)=[CH:10][CH:11]=1. Procedure details: A mixture of (R)-3-benzyloxycarbonylamino-3-(4-{3-methoxy-4-[3-(2-methylphenyl)ureido]-phenylacetylamino}phenyl)-propanoic acid methyl ester (18.55 g), ethanol (750 ml) and formic acid (18 ml), under an atmosphere of hydrogen, was heated at reflux. The reaction was treated portionwise with 10% palladium on charcoal (3.0 g) over a period of 1 hour and then heated at reflux for a further 1 hour. The reaction mixture was filtered through a short pad of diatomaceous earth and the filter pad was wash... The reactants are COCC1N(CCN(C1)CC1=CC=CC=C1)C(C(F)(F)F)=O (2-(methoxymethyl)-4-(phenylmethyl)-1-(trifluoroacetyl)piperazine), [H][H] (hydrogen). Reagents/catalysts: [Pd] (palladium-on-charcoal). The solvent is CO (methanol). Yields the product COCC1N(CCNC1)C(C(F)(F)F)=O (2-(methoxymethyl)-1-(trifluoroacetyl)piperazine), intermediate 59. The yield is 92.0%. RXN SMILES: [CH3:1][O:2][CH2:3][CH:4]1[CH2:9][N:8](CC2C=CC=CC=2)[CH2:7][CH2:6][N:5]1[C:17](=[O:22])[C:18]([F:21])([F:20])[F:19].[H][H]>[Pd].CO>[CH3:1][O:2][CH2:3][CH:4]1[CH2:9][NH:8][CH2:7][CH2:6][N:5]1[C:17](=[O:22])[C:18]([F:21])([F:20])[F:19]. Reported procedure: A mixture of 9.2 parts of 2-(methoxymethyl)-4-(phenylmethyl)-1-(trifluoroacetyl)piperazine and 120 parts of methanol was hydrogenated at normal pressure and at room temperature with 2 parts of palladium-on-charcoal catalyst 10%. After the calculated amount of hydrogen was taken up, the catalyst was filtered off and the filtrate was evaporated, yielding 6.05 parts (92%) of 2-(methoxymethyl)-1-(trifluoroacetyl)piperazine as a residue (intermediate 59).